Dataset: the Open Reaction Database (ORD), a public repository of structured organic reaction records. Task: describe an organic reaction: reactants, conditions, products, and yield Starting materials: COC=1C=C(C=CC1N1C=NC(=C1)C)N (3-methoxy-4-(4-methyl-imidazol-1-yl)-phenylamine), ClC1=NC(=CC(=N1)C(=O)OC)C (methyl 2-chloro-6-methyl-pyrimidine-4-carboxylate). The product is COC=1C=C(C=CC1N1C=NC(=C1)C)NC1=NC(=CC(=N1)C(=O)OC)C (Methyl 2-[3-Methoxy-4-(4-methyl-imidazol-1-yl)-phenylamino]-6-methyl-pyrimidine-4-carboxylate). RXN SMILES: [CH3:1][O:2][C:3]1[CH:4]=[C:5]([NH2:15])[CH:6]=[CH:7][C:8]=1[N:9]1[CH:13]=[C:12]([CH3:14])[N:11]=[CH:10]1.Cl[C:17]1[N:22]=[C:21]([C:23]([O:25][CH3:26])=[O:24])[CH:20]=[C:19]([CH3:27])[N:18]=1>>[CH3:1][O:2][C:3]1[CH:4]=[C:5]([NH:15][C:17]2[N:22]=[C:21]([C:23]([O:25][CH3:26])=[O:24])[CH:20]=[C:19]([CH3:27])[N:18]=2)[CH:6]=[CH:7][C:8]=1[N:9]1[CH:13]=[C:12]([CH3:14])[N:11]=[CH:10]1. Procedure: The title compound was prepared in analogous manner as described in example 1e) from 3-methoxy-4-(4-methyl-imidazol-1-yl)-phenylamine and methyl 2-chloro-6-methyl-pyrimidine-4-carboxylate. The reaction was heated to reflux for 16 h. The title compound was obtained as a pale-brown solid in 18% yield.